Dataset: the Open Reaction Database (ORD), a public repository of structured organic reaction records. Task: describe an organic reaction: reactants, conditions, products, and yield Reactants: ice, ClC1=CC=C(C=C1)C1=NC2=C(N1C(C(=O)O)C1CCCC1)C=C(C(=C2)F)F ([2-(4-chloro-phenyl)-5,6-difluoro-benzoimidazol-1-yl]-cyclopentyl-acetic acid), [H-].[Al+3].[Li+].[H-].[H-].[H-] (lithium aluminium hydride). Run in O1CCCC1 (tetrahydrofuran). Reaction conditions: time 2.5 hour. The product is ClC1=CC=C(C=C1)C1=NC2=C(N1C(CO)C1CCCC1)C=C(C(=C2)F)F (2-[2-(4-Chloro-phenyl)-5,6-difluoro-benzoimidazol-1-yl]-2-cyclopentyl-ethanol). RXN SMILES: [Cl:1][C:2]1[CH:7]=[CH:6][C:5]([C:8]2[N:12]([CH:13]([CH:17]3[CH2:21][CH2:20][CH2:19][CH2:18]3)[C:14](O)=[O:15])[C:11]3[CH:22]=[C:23]([F:27])[C:24]([F:26])=[CH:25][C:10]=3[N:9]=2)=[CH:4][CH:3]=1.[H-].[Al+3].[Li+].[H-].[H-].[H-]>O1CCCC1>[Cl:1][C:2]1[CH:7]=[CH:6][C:5]([C:8]2[N:12]([CH:13]([CH:17]3[CH2:18][CH2:19][CH2:20][CH2:21]3)[CH2:14][OH:15])[C:11]3[CH:22]=[C:23]([F:27])[C:24]([F:26])=[CH:25][C:10]=3[N:9]=2)=[CH:4][CH:3]=1 |f:1.2.3.4.5.6|. Procedure details: To an ice-cold solution of 2.0 g (5.12 mmol) [2-(4-chloro-phenyl)-5,6-difluoro-benzoimidazol-1-yl]-cyclopentyl-acetic acid in 55 ml tetrahydrofuran were added in portions 0.29 g (7.64 mmol) lithium aluminium hydride. After removal of the cooling bath the reaction mixture was stirred for 2.5 h at room temperature and then poured onto 200 ml saturated aqueous tartrate solution. The phases were separated and the aqueous layer extracted three times with ethyl acetate. The combined organic layers wer... Reactants: COCOc1cc(OC)ccc1B(O)O, CO, Cc1ccccc1, CCOC(C)=O, [Na+], [Na+], O=C([O-])[O-], c1ccc(P(c2ccccc2)(c2ccccc2)[Pd](P(c2ccccc2)(c2ccccc2)c2ccccc2)(P(c2ccccc2)(c2ccccc2)c2ccccc2)P(c2ccccc2)(c2ccccc2)c2ccccc2)cc1. Product: COc1ccc2c(c1)OCO2. Reaction SMILES: [CH3:1][O:2][CH2:3][O:4][c:5]1[c:6]([B:13]([OH:14])[OH:15])[cH:7][cH:8][c:9]([O:11][CH3:12])[cH:10]1.[CH3:22][OH:23].[CH3:24][c:25]1[cH:26][cH:27][cH:28][cH:29][cH:30]1.[CH3:31][CH2:32][O:33][C:34](=[O:35])[CH3:36].[Na+:16].[Na+:17].[O-:18][C:19](=[O:20])[O-:21].[cH:37]1[cH:38][cH:39][c:40]([P:41]([Pd:42]([P:43]([c:44]2[cH:45][cH:46][cH:47][cH:48][cH:49]2)([c:50]2[cH:51][cH:52][cH:53][cH:54][cH:55]2)[c:56]2[cH:57][cH:58][cH:59][cH:60][cH:61]2)([P:62]([c:63]2[cH:64][cH:65][cH:66][cH:67][cH:68]2)([c:69]2[cH:70][cH:71][cH:72][cH:73][cH:74]2)[c:75]2[cH:76][cH:77][cH:78][cH:79][cH:80]2)[P:81]([c:82]2[cH:83][cH:84][cH:85][cH:86][cH:87]2)([c:88]2[cH:89][cH:90][cH:91][cH:92][cH:93]2)[c:94]2[cH:95][cH:96][cH:97][cH:98][cH:99]2)([c:100]2[cH:101][cH:102][cH:103][cH:104][cH:105]2)[c:106]2[cH:107][cH:108][cH:109][cH:110][cH:111]2)[cH:112][cH:113]1>>[O:2]1[CH2:3][O:4][c:5]2[c:6]1[cH:7][cH:8][c:9]([O:11][CH3:12])[cH:10]2. Starting materials: C1(=CC=CC=C1)S(=O)(=O)[O-].[Na+] (sodium phenylsulfonate), C(C)O (ethanol), C(C=C)Br (allyl bromide). The solvent is [OH-].[Na+] (sodium hydroxide). Yields the product C(C=C)OC1=CC=C(C=C1)S(=O)(=O)[O-].[Na+] (Sodium 4-allyloxyphenylsulfonate). RXN SMILES: [C:1]1([S:7]([O-:10])(=[O:9])=[O:8])[CH:6]=[CH:5][CH:4]=[CH:3][CH:2]=1.[Na+:11].[CH2:12](Br)[CH:13]=[CH2:14].C([OH:18])C>[OH-].[Na+]>[CH2:12]([O:18][C:4]1[CH:5]=[CH:6][C:1]([S:7]([O-:10])(=[O:9])=[O:8])=[CH:2][CH:3]=1)[CH:13]=[CH2:14].[Na+:11] |f:0.1,4.5,6.7|. Procedure: 30 g of sodium phenylsulfonate are dissolved in 60 ml of ethanol and 50 ml of 15% sodium hydroxide, 20 g of allyl bromide are added and the mixture is refluxed for 48 hours. The ethanol is concentrated and the precipitate obtained is filtered off and then dried under vacuum in the presence of phosphorus pentoxide to give 23.3 g of the expected product. Starting materials: [Al+3], CCOCC, O=C(O)Cc1c(F)ccc(F)c1F, [H-], [H-], [H-], [H-], [Li+], [Na+], [OH-], O. Yields the product OCCc1c(F)ccc(F)c1F. RXN SMILES: [Al+3:2].[CH3:23][CH2:24][O:25][CH2:26][CH3:27].[F:7][c:8]1[c:9]([CH2:16][C:17](=[O:18])[OH:19])[c:10]([F:15])[cH:11][cH:12][c:13]1[F:14].[H-:1].[H-:4].[H-:5].[H-:6].[Li+:3].[Na+:22].[OH-:21].[OH2:20]>>[F:7][c:8]1[c:9]([CH2:16][CH2:17][OH:18])[c:10]([F:15])[cH:11][cH:12][c:13]1[F:14]. Reactants: Cl (HCl), C1(CCCCC1)C=O (cyclohexanecarbaldehyde), C(C1=CC=CC=C1)[N+]#[C-] (benzyl isonitrile), NC1=C(C=C(C(=C1)F)F)NC(O)=O ((2-amino-4,5-difluoro-phenyl)-carbamic acid), butyl ester, CO[C@H](C(=O)O)C1=CC=CC=C1 ((S)-alpha-methoxyphenylacetic acid), CO (methanol). Solvent: O1CCOCC1 (dioxane). Reaction conditions: time 8 hour. The product is C(C1=CC=CC=C1)NC(C(N1C(=NC2=C1C=C(C(=C2)F)F)[C@H](C2=CC=CC=C2)OC)C2CCCCC2)=O (N-Benzyl-2-cyclohexyl-2-[5,6-difluoro-2-((S)-methoxy-phenyl-methyl)-benzoimidazol-1-yl]-acetamide). As a reaction SMILES: [NH2:1][C:2]1[CH:7]=[C:6]([F:8])[C:5]([F:9])=[CH:4][C:3]=1[NH:10][C:11](=O)O.CO[C@@H:16]([C:20]1[CH:25]=[CH:24][CH:23]=[CH:22][CH:21]=1)[C:17]([OH:19])=O.[CH:26]1([CH:32]=[O:33])[CH2:31][CH2:30][CH2:29][CH2:28][CH2:27]1.[CH2:34]([N+:41]#[C-])[C:35]1[CH:40]=[CH:39][CH:38]=[CH:37][CH:36]=1.Cl.[CH3:44]O>O1CCOCC1>[CH2:34]([NH:41][C:17](=[O:19])[CH:16]([CH:20]1[CH2:21][CH2:22][CH2:23][CH2:24][CH2:25]1)[N:1]1[C:2]2[CH:7]=[C:6]([F:8])[C:5]([F:9])=[CH:4][C:3]=2[N:10]=[C:11]1[C@@H:32]([O:33][CH3:44])[C:26]1[CH:31]=[CH:30][CH:29]=[CH:28][CH:27]=1)[C:35]1[CH:40]=[CH:39][CH:38]=[CH:37][CH:36]=1. Procedure details: To a mixture of (2-amino-4,5-difluoro-phenyl)-carbamic acid tent-butyl ester (1.00 g, 4 mmol, 1.0 equiv) and (S)-alpha-methoxyphenylacetic acid (0.68 g, 1.0 equiv., [CAS RN 26164-26-1]) in methanol (25 mL) were added cyclohexanecarbaldehyde (0.459 g, 4 mmol, 1.0 equiv; [2043-61-0]) and benzyl isonitrile (0.48 g, 1.0 equiv., 4 mmol, CAS RN 10340-91-7). The mixture was stirred overnight at room temperature. A solution of 4 M HCl in dioxane (3 mL) was added, and the reaction mixture stirred at room... The reactants are CN1CCCC1=O, CCOC(C)=O, CCN(C(C)C)C(C)C, Cc1cc(Cl)nc(Cl)n1, [I-], [Na+], Nc1ccn[nH]1. Product: Cc1cc(Nc2ccn[nH]2)nc(Cl)n1. RXN SMILES: [CH3:27][N:28]1[CH2:29][CH2:30][CH2:31][C:32]1=[O:33].[CH3:34][CH2:35][O:36][C:37]([CH3:38])=[O:39].[CH:18]([N:19]([CH2:20][CH3:21])[CH:22]([CH3:23])[CH3:24])([CH3:25])[CH3:26].[Cl:1][c:2]1[n:3][c:4]([CH3:9])[cH:5][c:6]([Cl:8])[n:7]1.[I-:16].[Na+:17].[nH:10]1[n:11][cH:12][cH:13][c:14]1[NH2:15]>>[Cl:1][c:2]1[n:3][c:4]([CH3:9])[cH:5][c:6]([NH:15][c:14]2[nH:10][n:11][cH:12][cH:13]2)[n:7]1. The solvent is O1CCCC1 (tetrahydrofuran). Product: BrC=1C=C2C(=C(N1)Cl)N(C=C2)C (5-bromo-7-chloro-1-methyl-1H-pyrrolo[2,3-c]pyridine). As a reaction SMILES: [H-].[Na+].[Br:3][C:4]1[CH:5]=[C:6]2[CH:13]=[CH:12][NH:11][C:7]2=[C:8]([Cl:10])[N:9]=1.I[CH3:15].[Cl-].[NH4+].[Cl-].[Na+]>O1CCCC1>[Br:3][C:4]1[CH:5]=[C:6]2[CH:13]=[CH:12][N:11]([CH3:15])[C:7]2=[C:8]([Cl:10])[N:9]=1 |f:0.1,4.5,6.7|. Yield: 112.3%. Reaction conditions: temperature 0 celsius, time 2 hour. Procedure details: Sodium hydride (60% dispersion in oil, 1.45 g, 36.3 mmol) was added portionwise to a 0° C. solution of 5-bromo-7-chloro-1H-pyrrolo[2,3-c]pyridine (CAS 1198096-48-8) (4.2 g, 18.14 mmol) and tetrahydrofuran (42 mL). After 15 minutes at 0° C. iodomethane (1.7 mL, 27.2 mmol) was added. The reaction mixture was stirred at 0° C. for 30 minutes and at ambient temperature for 2 hours. The reaction mixture was cooled to 0° C. and 30 mL saturated aqueous ammonium chloride solution was added, followed by a... Reactants: [Cl-].[NH4+] (ammonium chloride), [Cl-].[Na+] (sodium chloride), [H-].[Na+] (Sodium hydride), BrC=1C=C2C(=C(N1)Cl)NC=C2 (5-bromo-7-chloro-1H-pyrrolo[2,3-c]pyridine), IC (iodomethane). RXN SMILES: [Br:1][c:2]1[c:3]([CH:11]=[CH:12][c:13]2[cH:14][cH:15][c:16]([O:19][C:20]([F:21])([F:22])[F:23])[cH:17][cH:18]2)[cH:4][c:5]([C:6](=[O:7])[NH2:8])[cH:9][cH:10]1.[CH:24]1([P:25]([CH:26]2[CH2:27][CH2:28][CH2:29][CH2:30][CH2:31]2)[c:32]2[cH:33][cH:34][cH:35][cH:36][c:37]2-[c:38]2[cH:39][cH:40][cH:41][cH:42][cH:43]2)[CH2:44][CH2:45][CH2:46][CH2:47][CH2:48]1.[CH:55](=[CH:56][C:57]([CH:58]=[CH:59][c:60]1[cH:61][cH:62][cH:63][cH:64][cH:65]1)=[O:66])[c:67]1[cH:68][cH:69][cH:70][cH:71][cH:72]1.[CH:73](=[CH:74][C:75]([CH:76]=[CH:77][c:78]1[cH:79][cH:80][cH:81][cH:82][cH:83]1)=[O:84])[c:85]1[cH:86][cH:87][cH:88][cH:89][cH:90]1.[CH:91](=[CH:92][C:93]([CH:94]=[CH:95][c:96]1[cH:97][cH:98][cH:99][cH:100][cH:101]1)=[O:102])[c:103]1[cH:104][cH:105][cH:106][cH:107][cH:108]1.[NH2:49][CH2:50][CH2:51][OH:52].[Pd:53].[Pd:54]>>[c:2]1([NH:49][CH2:50][CH2:51][OH:52])[c:3]([CH:11]=[CH:12][c:13]2[cH:14][cH:15][c:16]([O:19][C:20]([F:21])([F:22])[F:23])[cH:17][cH:18]2)[cH:4][c:5]([C:6](=[O:7])[NH2:8])[cH:9][cH:10]1. Yields the product NC(=O)c1ccc(NCCO)c(C=Cc2ccc(OC(F)(F)F)cc2)c1. Starting materials: NC(=O)c1ccc(Br)c(C=Cc2ccc(OC(F)(F)F)cc2)c1, c1ccc(-c2ccccc2P(C2CCCCC2)C2CCCCC2)cc1, O=C(C=Cc1ccccc1)C=Cc1ccccc1, O=C(C=Cc1ccccc1)C=Cc1ccccc1, O=C(C=Cc1ccccc1)C=Cc1ccccc1, NCCO, [Pd], [Pd].